From a dataset of the Open Reaction Database (ORD), a public repository of structured organic reaction records. describe an organic reaction: reactants, conditions, products, and yield The solvent is Cl (hydrochloric acid). The product is NC=1C=C(C=C(C1F)Cl)C(F)(F)F (3-amino-5-chloro-4-fluoro-trifluoromethylbenzene). RXN SMILES: [Cl:1][C:2]1[C:3]([F:15])=[C:4]([N+:12]([O-])=O)[CH:5]=[C:6]([C:8]([F:11])([F:10])[F:9])[CH:7]=1.[OH-].[Na+]>Cl>[NH2:12][C:4]1[CH:5]=[C:6]([C:8]([F:11])([F:10])[F:9])[CH:7]=[C:2]([Cl:1])[C:3]=1[F:15] |f:1.2|. Reaction conditions: temperature 22 celsius, time 8 hour. The reactants are ClC=1C(=C(C=C(C1)C(F)(F)F)[N+](=O)[O-])F (5-Chloro-4-fluoro-3-nitro-trifluoromethylbenzene), stannous chloride, [OH-].[Na+] (sodium hydroxide). Reported procedure: 5-Chloro-4-fluoro-3-nitro-trifluoromethylbenzene (50g) was added to a cooled (5° C.) solution of stannous chloride (140g) in concentrated aqueous hydrochloric acid (187ml). After stirring for several hours at the ambient temperature (about 22° C.), the reaction mixture was stood overnight. After basification by the addition of sodium hydroxide, the reaction mixture was extracted with ethyl acetate. The organic layer was washed with water, dried, and the solvent removed by evaporation under reduc... Reactants: CCCCCCCCCCCCCCCCO, [Cl-], ClCC1CO1. Yields the product CCCCCCCCCCCCCCCCOCC(O)CCl. RXN SMILES: [CH2:1]([CH2:2][CH2:3][CH2:4][CH2:5][CH2:6][CH2:7][CH2:8][CH2:9][CH2:10][CH2:11][CH2:12][CH2:13][CH2:14][CH2:15][CH3:16])[OH:17].[Cl-:18].[Cl:19][CH2:20][CH:21]1[CH2:22][O:23]1>>[CH2:1]([CH2:2][CH2:3][CH2:4][CH2:5][CH2:6][CH2:7][CH2:8][CH2:9][CH2:10][CH2:11][CH2:12][CH2:13][CH2:14][CH2:15][CH3:16])[O:17][CH2:22][CH:21]([CH2:20][Cl:19])[OH:23]. Reactants: C1COCCO1, CO, [Na+], [OH-], CCOC(=O)COc1cccc2c1CCCC(O)(COC(=O)N(c1ccccc1)c1ccccc1)C2O. Product: [Na+], O=C([O-])COc1cccc2c1CCCC(O)(COC(=O)N(c1ccccc1)c1ccccc1)C2O. As a reaction SMILES: [CH2:42]1[O:43][CH2:44][CH2:45][O:46][CH2:47]1.[CH3:40][OH:41].[Na+:39].[OH-:38].[c:1]1([N:7]([C:8](=[O:9])[O:10][CH2:11][C:12]2([OH:31])[CH:13]([OH:30])[c:14]3[c:15]([c:19]([O:23][CH2:24][C:25](=[O:26])[O:27][CH2:28][CH3:29])[cH:20][cH:21][cH:22]3)[CH2:16][CH2:17][CH2:18]2)[c:32]2[cH:33][cH:34][cH:35][cH:36][cH:37]2)[cH:2][cH:3][cH:4][cH:5][cH:6]1>>[Na+:39].[c:1]1([N:7]([C:8](=[O:9])[O:10][CH2:11][C:12]2([OH:31])[CH:13]([OH:30])[c:14]3[c:15]([c:19]([O:23][CH2:24][C:25](=[O:26])[O-:27])[cH:20][cH:21][cH:22]3)[CH2:16][CH2:17][CH2:18]2)[c:32]2[cH:33][cH:34][cH:35][cH:36][cH:37]2)[cH:2][cH:3][cH:4][cH:5][cH:6]1. Reactants: O1C(C1)CN(S(=O)(=O)C1=CC=CC=C1)CC1OC1 (N,N-bis(2-oxiranylmethyl)benzenesulfonamide), S(O)(O)(=O)=O (sulfuric acid), [Cl-].[Na+] (sodium chloride). The solvent is O1CCCC1 (Tetrahydrofuran). Reaction conditions: time 3 day. Yields the product OC[C@@H]1CN(C[C@@H](O1)CO)S(=O)(=O)C1=CC=CC=C1 (cis-2,6-Bis(hydroxymethyl)-4-(phenylsulfonyl)morpholine). The yield is 25.0%. RXN SMILES: [O:1]1[CH2:3][CH:2]1[CH2:4][N:5]([CH2:15][CH:16]1[CH2:18][O:17]1)[S:6]([C:9]1[CH:14]=[CH:13][CH:12]=[CH:11][CH:10]=1)(=[O:8])=[O:7].S(=O)(=O)(O)[OH:20].[Cl-].[Na+]>O1CCCC1>[OH:17][CH2:18][C@H:16]1[O:20][C@@H:2]([CH2:3][OH:1])[CH2:4][N:5]([S:6]([C:9]2[CH:10]=[CH:11][CH:12]=[CH:13][CH:14]=2)(=[O:7])=[O:8])[CH2:15]1 |f:2.3|. Reported procedure: Tetrahydrofuran (60 mL) was added to chirally-enriched N,N-bis(2-oxiranylmethyl)benzenesulfonamide (from step (i) above; 14.8 g, 55 mmol), followed by dilute sulfuric acid (15 mL of 1 M), and the mixture stirred for 3 days. Solid sodium chloride (11 g) was added and the mixture stirred for 1 hour. The organic phase was separated and concentrated under reduced pressure to give crude product (22.4 g). The material was purified by column chromatography over silica, eluting with dichloromethane:etha... The reactants are C(#N)C1=CC=CC2=C1CC(C1=C(S2)C=CC(=C1)OC)=NN (9-cyano-2-methoxy-10,11-dihydro-11-oxo-dibenzo[b,f]thiepin hydrazone), [OH-].[Na+] (sodium hydroxide), C(COCCO)O (diethylene glycol). Solvent: O (water). Run at time 5 hour. Product: C(=O)(O)C1=CC=CC2=C1CCC1=C(S2)C=CC(=C1)OC (9-carboxy-2-methoxy-10,11-dihydrodibenzo[b,f]thiepin). RXN SMILES: [C:1]([C:3]1[C:8]2[CH2:9][C:10](=NN)[C:11]3[CH:17]=[C:16]([O:18][CH3:19])[CH:15]=[CH:14][C:12]=3[S:13][C:7]=2[CH:6]=[CH:5][CH:4]=1)#N.[OH-:22].[Na+].C(O)C[O:26]CCO>O>[C:1]([C:3]1[C:8]2[CH2:9][CH2:10][C:11]3[CH:17]=[C:16]([O:18][CH3:19])[CH:15]=[CH:14][C:12]=3[S:13][C:7]=2[CH:6]=[CH:5][CH:4]=1)([OH:26])=[O:22] |f:1.2|. Procedure details: 600 mg of 9-cyano-2-methoxy-10,11-dihydro-11-oxo-dibenzo[b,f]thiepin hydrazone and 600 mg of sodium hydroxide were added to 10 ml of diethylene glycol and the resulting mixture was heated with stirring at 190°-200° C. for 5 hours. After cooling, water was added to the mixture, which was extracted with benzene. The aqueous layer was acidified with hydrochloric acid and extracted with benzene. The benzene extract was washed with water and dried over anhydrous sodium sulfate. The solvent was evapor...